This data is from the Open Reaction Database (ORD), a public repository of structured organic reaction records. The task is: describe an organic reaction: reactants, conditions, products, and yield Starting materials: CC(C)O, Nc1nc(Cl)cc(-c2ccccc2)n1, Fc1ccc(S)cc1. Product: Nc1nc(Sc2ccc(F)cc2)cc(-c2ccccc2)n1. RXN SMILES: [CH:23]([OH:24])([CH3:25])[CH3:26].[Cl:1][c:2]1[n:3][c:4]([NH2:14])[n:5][c:6](-[c:8]2[cH:9][cH:10][cH:11][cH:12][cH:13]2)[cH:7]1.[F:15][c:16]1[cH:17][cH:18][c:19]([SH:22])[cH:20][cH:21]1>>[c:2]1([S:22][c:19]2[cH:18][cH:17][c:16]([F:15])[cH:21][cH:20]2)[n:3][c:4]([NH2:14])[n:5][c:6](-[c:8]2[cH:9][cH:10][cH:11][cH:12][cH:13]2)[cH:7]1. Starting materials: C1(=CC=CC=C1)CC(=O)NC1[C@@H]2N(C(=C(CS2)CSCC=C)C(=O)OC(C2=CC=CC=C2)C2=CC=CC=C2)C1=O (benzhydryl 7-(2-phenylacetamido)-3-allylthiomethyl-3-cephem-4-carboxylate), C(C)(C)OC(C)C (diisopropyl ether), P(Cl)(Cl)(Cl)(Cl)Cl (phosphorus pentachloride), C([O-])(O)=O.[Na+] (sodium bicarbonate). Run in O (water), C(Cl)Cl (methylene chloride), CO (methanol), C(Cl)Cl (methylene chloride), N1=CC=CC=C1 (pyridine), C(Cl)Cl (methylene chloride). Run at temperature -20 celsius. Product: NC1[C@@H]2N(C(=C(CS2)CSCC=C)C(=O)OC(C2=CC=CC=C2)C2=CC=CC=C2)C1=O (benzhydryl 7-amino-3-allylthiomethyl-3-cephem-4-carboxylate). Isolated yield 37.3%. As a reaction SMILES: P(Cl)(Cl)(Cl)(Cl)Cl.C1(CC([NH:16][CH:17]2[C:45](=[O:46])[N:19]3[C:20]([C:29]([O:31][CH:32]([C:39]4[CH:44]=[CH:43][CH:42]=[CH:41][CH:40]=4)[C:33]4[CH:38]=[CH:37][CH:36]=[CH:35][CH:34]=4)=[O:30])=[C:21]([CH2:24][S:25][CH2:26][CH:27]=[CH2:28])[CH2:22][S:23][C@H:18]23)=O)C=CC=CC=1.C(=O)(O)[O-].[Na+].C(OC(C)C)(C)C>C(Cl)Cl.O.CO.N1C=CC=CC=1>[NH2:16][CH:17]1[C:45](=[O:46])[N:19]2[C:20]([C:29]([O:31][CH:32]([C:33]3[CH:34]=[CH:35][CH:36]=[CH:37][CH:38]=3)[C:39]3[CH:40]=[CH:41][CH:42]=[CH:43][CH:44]=3)=[O:30])=[C:21]([CH2:24][S:25][CH2:26][CH:27]=[CH2:28])[CH2:22][S:23][C@H:18]12 |f:2.3|. Reported procedure: To a suspension of phosphorus pentachloride (16.1 g) and pyridine (6.3 ml) in methylene chloride (100 ml) were added benzhydryl 7-(2-phenylacetamido)-3-allylthiomethyl-3-cephem-4-carboxylate (22 g) and methylene chloride (100 ml) at 5° C., and the mixture was stirred at the same temperature for an hour. After cooling to -20° C., methanol (10 ml) was added thereto, followed by stirring at -10° C. for half an hour. To this mixture was added water (10 ml) and stirred for 10 minutes. To the separate...